This data is from the Open Reaction Database (ORD), a public repository of structured organic reaction records. The task is: describe an organic reaction: reactants, conditions, products, and yield Procedure details: A solution of bromoacetyl chloride (20.0 mL, 0.234 mol) in anhydrous dichloromethane (20 mL) was added dropwise to a cold (0° C.) mixture of 2,6-dimethylaniline (29.5 mL, 0.234 mol) and N-methylmorpholine (28.0 mL, 0.254 mol) in anhydrous dichloromethane (500 mL). The mixture was stirred at 0° C. for 1 h and at ambient temperature for 2 h before it was washed with 1N NaOH, 1N HCl and brine. Following drying and solvent evaporation, the residue was triturated with hot ether/ethyl acetate to yield... Reactants: BrCC(=O)Cl (bromoacetyl chloride), CC1=C(N)C(=CC=C1)C (2,6-dimethylaniline), CN1CCOCC1 (N-methylmorpholine), ClCCl (dichloromethane), ClCCl (dichloromethane). RXN SMILES: [Br:1][CH2:2][C:3](Cl)=[O:4].[CH3:6][C:7]1[CH:13]=[CH:12][CH:11]=[C:10]([CH3:14])[C:8]=1[NH2:9].CN1CCOCC1.[Cl:22]CCl>>[Br:1][CH:2]([Cl:22])[C:3]([NH:9][C:8]1[C:10]([CH3:14])=[CH:11][CH:12]=[CH:13][C:7]=1[CH3:6])=[O:4]. Reaction conditions: temperature 0 celsius, time 2 hour. Yields the product BrC(C(=O)NC1=C(C=CC=C1C)C)Cl (2-Bromo,chloro-N-(2,6-dimethylphenyl)acetamide).